This data is from the Open Reaction Database (ORD), a public repository of structured organic reaction records. The task is: describe an organic reaction: reactants, conditions, products, and yield The reactants are Cl.N[C@@H]1CC[C@H](CC1)NC(=O)C1=C(NC2=C1N=CN=C2C2=C(C=CC(=C2)C(F)F)OCC2CC2)C (N-(trans-4-aminocyclohexyl)-4-[2-(cyclopropylmethoxy)-5-(difluoromethyl)phenyl]-6-methyl-5H-pyrrolo[3,2-d]pyrimidine-7-carboxamide hydrochloride), C(CC)(=O)Cl (propionyl chloride). Yields the product C1(CC1)COC1=C(C=C(C=C1)C(F)F)C=1C2=C(N=CN1)C(=C(N2)C)C(=O)N[C@@H]2CC[C@H](CC2)NC(CC)=O (4-[2-(Cyclopropylmethoxy)-5-(difluoromethyl)phenyl]-6-methyl-N-[trans-4-(propanoylamino)cyclohexyl]-5H-pyrrolo[3,2-d]pyrimidine-7-carboxamide). RXN SMILES: Cl.[NH2:2][C@H:3]1[CH2:8][CH2:7][C@H:6]([NH:9][C:10]([C:12]2[C:16]3[N:17]=[CH:18][N:19]=[C:20]([C:21]4[CH:26]=[C:25]([CH:27]([F:29])[F:28])[CH:24]=[CH:23][C:22]=4[O:30][CH2:31][CH:32]4[CH2:34][CH2:33]4)[C:15]=3[NH:14][C:13]=2[CH3:35])=[O:11])[CH2:5][CH2:4]1.[C:36](Cl)(=[O:39])[CH2:37][CH3:38]>>[CH:32]1([CH2:31][O:30][C:22]2[CH:23]=[CH:24][C:25]([CH:27]([F:29])[F:28])=[CH:26][C:21]=2[C:20]2[C:15]3[NH:14][C:13]([CH3:35])=[C:12]([C:10]([NH:9][C@H:6]4[CH2:7][CH2:8][C@H:3]([NH:2][C:36](=[O:39])[CH2:37][CH3:38])[CH2:4][CH2:5]4)=[O:11])[C:16]=3[N:17]=[CH:18][N:19]=2)[CH2:34][CH2:33]1 |f:0.1|. Procedure: Starting from N-(trans-4-aminocyclohexyl)-4-[2-(cyclopropylmethoxy)-5-(difluoromethyl)phenyl]-6-methyl-5H-pyrrolo[3,2-d]pyrimidine-7-carboxamide hydrochloride (example D.f61) and commercially available propionyl chloride the title compound is obtained as colorless solid. The reactants are O=C(Cc1cc(F)ccc1F)N1CCc2cc(Br)ccc21, Nc1ncnc2scc(Br)c12, C1COCCO1, CC(=O)[O-], CCOCC, [K+], [Na+], O=C([O-])O. The product is Nc1ncnc2scc(-c3ccc4c(c3)CCN4C(=O)Cc3cc(F)ccc3F)c12. As a reaction SMILES: [Br:1][c:2]1[cH:3][c:4]2[c:8]([cH:9][cH:10]1)[N:7]([C:11]([CH2:12][c:13]1[c:14]([F:20])[cH:15][cH:16][c:17]([F:19])[cH:18]1)=[O:21])[CH2:6][CH2:5]2.[Br:27][c:28]1[cH:29][s:30][c:31]2[n:32][cH:33][n:34][c:35]([NH2:37])[c:36]12.[CH2:48]1[O:49][CH2:50][CH2:51][O:52][CH2:53]1.[CH3:23][C:24](=[O:25])[O-:26].[CH3:43][CH2:44][O:45][CH2:46][CH3:47].[K+:22].[Na+:42].[O-:38][C:39]([OH:40])=[O:41]>>[c:2]1(-[c:28]2[cH:29][s:30][c:31]3[n:32][cH:33][n:34][c:35]([NH2:37])[c:36]23)[cH:3][c:4]2[c:8]([cH:9][cH:10]1)[N:7]([C:11]([CH2:12][c:13]1[c:14]([F:20])[cH:15][cH:16][c:17]([F:19])[cH:18]1)=[O:21])[CH2:6][CH2:5]2. The reactants are CCOC(=O)CCc1csc2cc(OCCc3ccc4c(n3)N(C(=O)OC(C)(C)C)CCC4)ccc12, C1CCOC1, [Na+], [OH-], O. Reaction SMILES: [C:1]([CH3:2])([CH3:3])([CH3:4])[O:5][C:6](=[O:7])[N:8]1[CH2:9][CH2:10][CH2:11][c:12]2[cH:13][cH:14][c:15]([CH2:18][CH2:19][O:20][c:21]3[cH:22][cH:23][c:24]4[c:25]([s:26][cH:27][c:28]4[CH2:29][CH2:30][C:31](=[O:32])[O:33][CH2:34][CH3:35])[cH:36]3)[n:16][c:17]21.[CH2:37]1[O:38][CH2:39][CH2:40][CH2:41]1.[Na+:43].[OH-:42].[OH2:44]>>[C:1]([CH3:2])([CH3:3])([CH3:4])[O:5][C:6](=[O:7])[N:8]1[CH2:9][CH2:10][CH2:11][c:12]2[cH:13][cH:14][c:15]([CH2:18][CH2:19][O:20][c:21]3[cH:22][cH:23][c:24]4[c:25]([s:26][cH:27][c:28]4[CH2:29][CH2:30][C:31](=[O:32])[OH:33])[cH:36]3)[n:16][c:17]21. Product: CC(C)(C)OC(=O)N1CCCc2ccc(CCOc3ccc4c(CCC(=O)O)csc4c3)nc21. Starting materials: O=C(c1ncc[nH]1)c1ncc[nH]1, C1CCOC1, CNC(=O)C(=NOC)c1ccccc1COc1ncc(C(=O)O)cc1Cl, O, OCC(F)(F)F. The product is CNC(=O)C(=NOC)c1ccccc1COc1ncc(C(=O)OCC(F)(F)F)cc1Cl. Reaction SMILES: [C:27]([c:28]1[nH:29][cH:30][cH:31][n:32]1)([c:33]1[nH:34][cH:35][cH:36][n:37]1)=[O:38].[CH2:46]1[O:47][CH2:48][CH2:49][CH2:50]1.[CH3:1][O:2][N:3]=[C:4]([C:5](=[O:6])[NH:7][CH3:8])[c:9]1[c:10]([CH2:15][O:16][c:17]2[n:18][cH:19][c:20]([C:24](=[O:25])[OH:26])[cH:21][c:22]2[Cl:23])[cH:11][cH:12][cH:13][cH:14]1.[OH2:45].[OH:39][CH2:40][C:41]([F:42])([F:43])[F:44]>>[CH3:1][O:2][N:3]=[C:4]([C:5](=[O:6])[NH:7][CH3:8])[c:9]1[c:10]([CH2:15][O:16][c:17]2[n:18][cH:19][c:20]([C:24](=[O:25])[O:26][CH2:40][C:41]([F:42])([F:43])[F:44])[cH:21][c:22]2[Cl:23])[cH:11][cH:12][cH:13][cH:14]1. Starting materials: BrC=1C=C(OC1)C(C(F)(F)F)=O (1-(4-bromofuran-2-yl)-2,2,2-trifluoroethanone), C(=O)(O)C=1C=C(C=CC1)B(O)O (3-carboxyphenylboronic acid). The product is FC(C(=O)C1=CC(=CO1)C=1C=C(C(=O)O)C=CC1)(F)F (3-(5-(2,2,2-Trifluoroacetyl)furan-3-yl)benzoic acid). Yield: 26.0%. As a reaction SMILES: Br[C:2]1[CH:3]=[C:4]([C:7](=[O:12])[C:8]([F:11])([F:10])[F:9])[O:5][CH:6]=1.[C:13]([C:16]1[CH:17]=[C:18](B(O)O)[CH:19]=[CH:20][CH:21]=1)([OH:15])=[O:14]>>[F:9][C:8]([F:11])([F:10])[C:7]([C:4]1[O:5][CH:6]=[C:2]([C:20]2[CH:21]=[C:16]([CH:17]=[CH:18][CH:19]=2)[C:13]([OH:15])=[O:14])[CH:3]=1)=[O:12]. Procedure details: This compound was synthesized from 1-(4-bromofuran-2-yl)-2,2,2-trifluoroethanone and 3-carboxyphenylboronic acid as described in example 88 step 3 (150 mg, yield 26%) as a pale yellow solid. 1H NMR (300 MHz, DMSO-d6) δ 13.14 (br s, 1H), 8.99 (s, 1H), 8.44 (s, 1H), 8.31 (m, 1H), 8.07-8.04 (m, 1H), 7.93-7.90 (m, 1H), 7.60-7.55 (t, J=7.7 Hz, 1H). MS (ESI) m/z: Calculated for C13H7F3O4: 284.03. found: 282.9 (M−H)−.